From a dataset of the Open Reaction Database (ORD), a public repository of structured organic reaction records. describe an organic reaction: reactants, conditions, products, and yield The reactants are C(C)OC(C(=O)OCC)CC1=CC(=CC=C1)CCO (ethyl 2-ethoxy-3-[3-(2-hydroxyethyl)phenyl]propanoate), COC1=CC=C(C=C1)N=C=O (4-methoxyphenylisocyanate). Product: C(C)OC(C(=O)O)CC1=CC(=CC=C1)CCOC(=O)NC1=CC=C(C=C1)OC (2-Ethoxy-3-[3-(2-{[(4-methoxyanilino)carbonyl]oxy}ethyl)-phenyl]propanoic acid). As a reaction SMILES: [CH2:1]([O:3][CH:4]([CH2:10][C:11]1[CH:16]=[CH:15][CH:14]=[C:13]([CH2:17][CH2:18][OH:19])[CH:12]=1)[C:5]([O:7]CC)=[O:6])[CH3:2].[CH3:20][O:21][C:22]1[CH:27]=[CH:26][C:25]([N:28]=[C:29]=[O:30])=[CH:24][CH:23]=1>>[CH2:1]([O:3][CH:4]([CH2:10][C:11]1[CH:16]=[CH:15][CH:14]=[C:13]([CH2:17][CH2:18][O:19][C:29]([NH:28][C:25]2[CH:26]=[CH:27][C:22]([O:21][CH3:20])=[CH:23][CH:24]=2)=[O:30])[CH:12]=1)[C:5]([OH:7])=[O:6])[CH3:2]. Reported procedure: Using ethyl 2-ethoxy-3-[3-(2-hydroxyethyl)phenyl]propanoate and 4-methoxyphenylisocyanate, the title compound was obtained in the same manner as described in Example 160b). Reactants: O=C([O-])[O-], COc1cc(OC)nc(S(C)(=O)=O)n1, CN(C)C=O, Cc1csc2ccc(O)c(C=O)c12, [K+], [K+], O. Yields the product COc1cc(OC)nc(Oc2ccc3scc(C)c3c2C=O)n1. Reaction SMILES: [C:28](=[O:29])([O-:30])[O-:31].[CH3:14][O:15][c:16]1[n:17][c:18]([S:24]([CH3:25])(=[O:26])=[O:27])[n:19][c:20]([O:22][CH3:23])[cH:21]1.[CH3:35][N:36]([CH3:37])[CH:38]=[O:39].[CH:1](=[O:2])[c:3]1[c:4]([OH:13])[cH:5][cH:6][c:7]2[c:8]1[c:9]([CH3:12])[cH:10][s:11]2.[K+:32].[K+:33].[OH2:34]>>[CH:1](=[O:2])[c:3]1[c:4]([O:13][c:18]2[n:17][c:16]([O:15][CH3:14])[cH:21][c:20]([O:22][CH3:23])[n:19]2)[cH:5][cH:6][c:7]2[c:8]1[c:9]([CH3:12])[cH:10][s:11]2. Reactants: COC(=O)CC(C)=O, CCNCC, CC(C)O, O=Cc1cccc(Cl)c1Cl, O=C(O)CCl. Yields the product CCNCC, O=C(O)CCl. As a reaction SMILES: [C:16]([O:17][CH3:18])(=[O:19])[CH2:20][C:21]([CH3:22])=[O:23].[CH2:24]([CH3:25])[NH:26][CH2:27][CH3:28].[CH:29]([OH:30])([CH3:31])[CH3:32].[Cl:1][c:2]1[c:3]([Cl:4])[cH:5][cH:6][cH:7][c:8]1[CH:9]=[O:10].[OH:11][C:12](=[O:13])[CH2:14][Cl:15]>>[CH2:24]([CH3:25])[NH:26][CH2:27][CH3:28].[O:11]=[C:12]([OH:13])[CH2:14][Cl:15]. Reactants: C(=O)(O)[O-].[Na+] (NaHCO3), BrC=1C=C(C=CC1)Cl (m-bromochlorobenzene), (Ind)Ir(COD), OOS(=O)[O-].[K+] (OXONE), aqueous solution. The reagents and catalysts are CP(C)CCP(C)C (dmpe). Solvent: CC(=O)C (acetone). Conditions: temperature 150 celsius, time 3 hour. The product is BrC=1C=C(C=C(C1)Cl)O (3-bromo-5-chlorophenol). The yield is 78.8%. Reaction SMILES: [Br:1][C:2]1[CH:3]=[C:4]([Cl:8])[CH:5]=[CH:6][CH:7]=1.C([O-])(O)=[O:10].[Na+].OOS([O-])=O.[K+]>CP(CCP(C)C)C.CC(C)=O>[Br:1][C:2]1[CH:7]=[C:6]([OH:10])[CH:5]=[C:4]([Cl:8])[CH:3]=1 |f:1.2,3.4|. Procedure: To an airfree flask equipped with a stir bar, in a glove box, was added m-bromochlorobenzene (192 mg, 1.00 mmol), HBPin (200 mg, 1.56 mmol), (Ind)Ir(COD) (8.3 mg, 0.02 mmol), and dmpe (3.0 mg, 0.02 mmol). The flask was sealed, removed for the glove box, and stirred at 150° C. for 3 h. This material was used in next step without purification. To the crude material was added NaOH (1.5 mL of a 1.5M aqueous solution) and the resulting mixture was stirred for 5 minutes. To this was added NaHCO3 (0.73... Starting materials: C(C1=CC=CC=C1)(=O)Cl (benzoyl chloride), NC1=CC=CC=C1 (aniline), C(CC)(=O)OC(CC)=O (propionic anhydride). Yields the product C(CC)NC1=CC=CC=C1 (N-Propylaniline), C1(=CC=CC=C1)N(C(C1=CC=CC=C1)=O)CCC (N-phenyl-N-propylbenzamide). RXN SMILES: [NH2:1][C:2]1[CH:7]=[CH:6][CH:5]=[CH:4][CH:3]=1.[C:8](O[C:13](=O)[CH2:14][CH3:15])(=O)[CH2:9][CH3:10].[C:17](Cl)(=[O:24])[C:18]1[CH:23]=[CH:22][CH:21]=[CH:20][CH:19]=1>>[CH2:8]([NH:1][C:2]1[CH:7]=[CH:6][CH:5]=[CH:4][CH:3]=1)[CH2:9][CH3:10].[C:2]1([N:1]([CH2:13][CH2:14][CH3:15])[C:17](=[O:24])[C:18]2[CH:23]=[CH:22][CH:21]=[CH:20][CH:19]=2)[CH:7]=[CH:6][CH:5]=[CH:4][CH:3]=1. Procedure details: N-Propylaniline was prepared from aniline and propionic anhydride, coupled with 3-((αR)-α-((2S,5R)-4-allyl-2.5 -dimethyl-1-piperazinyl)-3-tert-butyldimethylsilyloxy)benzyl)benzoyl chloride, deprotected and purified by the methods described in Example 10 to give (+)-3-((αR)-4-allyl-2,5-dimethyl-1-piperazinyl)-3-hydroxybenzyl)-N-phenyl-N-propylbenzamide as a light yellow solid. NMR (200 MHz, DMSO-d6): δ0.87 (t, J=7.4 Hz, 3H); 0.91 (d, J=5.9 Hz, 3H); 0.98 (d, J=6.0 Hz, 3H); 1.51 (m, 2H); 1.69 (dd, ... The reactants are CC(C)(C)OC(=O)NC(CO)CCCCNC(=O)OCc1ccccc1, CCO, O, O=C(O)C(F)(F)F. Yields the product NC(CO)CCCCNC(=O)OCc1ccccc1. As a reaction SMILES: [C:1]([O:2][C:3](=[O:4])[NH:8][CH:9]([CH2:10][CH2:11][CH2:12][CH2:13][NH:14][C:15]([O:16][CH2:17][c:18]1[cH:19][cH:20][cH:21][cH:22][cH:23]1)=[O:24])[CH2:25][OH:26])([CH3:5])([CH3:6])[CH3:7].[CH3:34][CH2:35][OH:36].[OH2:37].[OH:27][C:28]([C:29]([F:30])([F:31])[F:32])=[O:33]>>[NH2:8][CH:9]([CH2:10][CH2:11][CH2:12][CH2:13][NH:14][C:15]([O:16][CH2:17][c:18]1[cH:19][cH:20][cH:21][cH:22][cH:23]1)=[O:24])[CH2:25][OH:26]. The reactants are C=1(O)C(O)=CC=CC1 (pyrocatechol), [H-].[Na+] (sodium hydride), BrCCCC(=O)OCC (ethyl 4-bromobutyrate). Run in CN(C)C=O (DMF). Reaction conditions: temperature 25 celsius, time 4 hour. Product: OC1=C(OCCCC(=O)OCC)C=CC=C1 (Ethyl 4-(2-hydroxyphenoxy)butanoate). Isolated yield 55.0%. RXN SMILES: [C:1]1([C:3](=[CH:5][CH:6]=[CH:7][CH:8]=1)[OH:4])[OH:2].[H-].[Na+].Br[CH2:12][CH2:13][CH2:14][C:15]([O:17][CH2:18][CH3:19])=[O:16]>CN(C=O)C>[OH:2][C:1]1[CH:8]=[CH:7][CH:6]=[CH:5][C:3]=1[O:4][CH2:12][CH2:13][CH2:14][C:15]([O:17][CH2:18][CH3:19])=[O:16] |f:1.2|. Procedure details: To a solution of pyrocatechol (5.51 g, 50 mmol) in dry DMF (30 mL) was slowly added sodium hydride (1.2 g, 50 mmol) at 0° C. After stirring at 25° C. for 4 hours, the reaction mixture was heated at 65-70° C. for 1 hour followed by an addition of ethyl 4-bromobutyrate (10.7 mL, 75 mmol). The reaction mixture was then left stirring at this temperature for 6 hours. Upon quenching with water, extraction with dichloromethane, and evaporation gave the crude product which was purified by column chromat...